Dataset: the Open Reaction Database (ORD), a public repository of structured organic reaction records. Task: describe an organic reaction: reactants, conditions, products, and yield Starting materials: CS(=O)(=O)C1=C(C=CC=C1)S(=O)(=O)Cl (2-methylsulfonylbenzenesulfonyl chloride), NC=1C=C2C(=NN(C2=CC1)COCC[Si](C)(C)C)SC1=CC=CC=C1 (5-amino-3-phenylsulfanyl-1-(2-trimethylsilanylethoxymethyl)-1H-indazole). The solvent is N1=CC=CC=C1 (pyridine). Reaction conditions: temperature 0 celsius, time 1 hour. Product: CS(=O)(=O)C1=C(C=CC=C1)S(=O)(=O)NC=1C=C2C(=NN(C2=CC1)COCC[Si](C)(C)C)SC1=CC=CC=C1 (2-methylsulfonyl-N-[3-phenylsulfanyl-1-(2-trimethylsilanylethoxymethyl)-1H-indazol-5-yl]benzenesulfonamide). Isolated yield 70.2%. As a reaction SMILES: [CH3:1][S:2]([C:5]1[CH:10]=[CH:9][CH:8]=[CH:7][C:6]=1[S:11](Cl)(=[O:13])=[O:12])(=[O:4])=[O:3].[NH2:15][C:16]1[CH:17]=[C:18]2[C:22](=[CH:23][CH:24]=1)[N:21]([CH2:25][O:26][CH2:27][CH2:28][Si:29]([CH3:32])([CH3:31])[CH3:30])[N:20]=[C:19]2[S:33][C:34]1[CH:39]=[CH:38][CH:37]=[CH:36][CH:35]=1>N1C=CC=CC=1>[CH3:1][S:2]([C:5]1[CH:10]=[CH:9][CH:8]=[CH:7][C:6]=1[S:11]([NH:15][C:16]1[CH:17]=[C:18]2[C:22](=[CH:23][CH:24]=1)[N:21]([CH2:25][O:26][CH2:27][CH2:28][Si:29]([CH3:32])([CH3:30])[CH3:31])[N:20]=[C:19]2[S:33][C:34]1[CH:39]=[CH:38][CH:37]=[CH:36][CH:35]=1)(=[O:13])=[O:12])(=[O:4])=[O:3]. Procedure details: 2-Methylsulfonyl-N-[3-phenylsulfanyl-1-(2-trimethylsilanylethoxymethyl)-1H-indazol-5-yl]benzenesulfonamide can be obtained in the following way: 0.44 g of 2-methylsulfonylbenzenesulfonyl chloride is added to a solution, at a a temperature in the region of 0° C. and under argon, of 0.61 g of 5-amino-3-phenylsulfanyl-1-(2-trimethylsilanylethoxymethyl)-1H-indazole in 10 ml of pyridine. The reaction mixture is then stirred for 1 hour at a temperature in the region of 0° C. and then 2 hours at a temp... The reactants are C(C)OC(=O)N1CCC(CC1)N1C(CN=C(C2=C1C=CC=C2)C2=CC=CC=C2)=O (1-(1-ethoxycarbonyl-4-piperidinyl)-1,3-dihydro-5-phenyl-2H-1,4-benzodiazepin-2-one), CSC (methyl sulfide), CS(=O)(=O)O (methanesulfonic acid), C([O-])([O-])=O.[K+].[K+] (potassium carbonate). Run at temperature 70 celsius. Yields the product C1(=CC=CC=C1)C1=NCC(N(C2=C1C=CC=C2)C2CCNCC2)=O (1,3-dihydro-5-phenyl-1-(4-piperidinyl)-2H-1,4-benzodiazepin-2-one). Isolated yield 87.9%. As a reaction SMILES: C(OC([N:6]1[CH2:11][CH2:10][CH:9]([N:12]2[C:18]3[CH:19]=[CH:20][CH:21]=[CH:22][C:17]=3[C:16]([C:23]3[CH:28]=[CH:27][CH:26]=[CH:25][CH:24]=3)=[N:15][CH2:14][C:13]2=[O:29])[CH2:8][CH2:7]1)=O)C.CSC.CS(O)(=O)=O.C(=O)([O-])[O-].[K+].[K+]>>[C:23]1([C:16]2[C:17]3[CH:22]=[CH:21][CH:20]=[CH:19][C:18]=3[N:12]([CH:9]3[CH2:8][CH2:7][NH:6][CH2:11][CH2:10]3)[C:13](=[O:29])[CH2:14][N:15]=2)[CH:24]=[CH:25][CH:26]=[CH:27][CH:28]=1 |f:3.4.5|. Reported procedure: A mixture of 100 mg (0.26 mmol) of the above product 12, 0.5 ml of methyl sulfide and 0.5 ml of methanesulfonic acid is heated at 70° C. for 5 hours. The reaction mixture is mixed with ice, basified with potassium carbonate and extracted with methylene chloride. The organic layer is washed with water, dried over anhydrous magnesium sulfate, and concentrated to give 73 mg of 1,3-dihydro-5-phenyl-1-(4-piperidinyl)-2H-1,4-benzodiazepin-2-one 13 as powders. The yield is 90%. Starting materials: CN(C)C=O, C(=NC1CCCCC1)=NC1CCCCC1, O=C(O)Cc1ccc(F)cc1F, O, On1nnc2ccccc21, CCCCCCCNCCCCCSc1nc(-c2ccccc2)c(-c2ccccc2)[nH]1. The product is CCCCCCCN(CCCCCSc1nc(-c2ccccc2)c(-c2ccccc2)[nH]1)C(=O)Cc1ccc(F)cc1F. As a reaction SMILES: [CH3:70][N:71]([CH3:72])[CH:73]=[O:74].[CH:55]1([N:56]=[C:57]=[N:58][CH:59]2[CH2:60][CH2:61][CH2:62][CH2:63][CH2:64]2)[CH2:65][CH2:66][CH2:67][CH2:68][CH2:69]1.[F:43][c:44]1[c:45]([CH2:51][C:52](=[O:53])[OH:54])[cH:46][cH:47][c:48]([F:50])[cH:49]1.[OH2:32].[OH:33][n:34]1[c:35]2[cH:36][cH:37][cH:38][cH:39][c:40]2[n:41][n:42]1.[c:1]1(-[c:7]2[n:8][c:9]([S:18][CH2:19][CH2:20][CH2:21][CH2:22][CH2:23][NH:24][CH2:25][CH2:26][CH2:27][CH2:28][CH2:29][CH2:30][CH3:31])[nH:10][c:11]2-[c:12]2[cH:13][cH:14][cH:15][cH:16][cH:17]2)[cH:2][cH:3][cH:4][cH:5][cH:6]1>>[c:1]1(-[c:7]2[n:8][c:9]([S:18][CH2:19][CH2:20][CH2:21][CH2:22][CH2:23][N:24]([CH2:25][CH2:26][CH2:27][CH2:28][CH2:29][CH2:30][CH3:31])[C:52]([CH2:51][c:45]3[c:44]([F:43])[cH:49][c:48]([F:50])[cH:47][cH:46]3)=[O:54])[nH:10][c:11]2-[c:12]2[cH:13][cH:14][cH:15][cH:16][cH:17]2)[cH:2][cH:3][cH:4][cH:5][cH:6]1. Starting materials: Intermediate 8, BrC1=CC(=C(CN2CCCC2)C=C1)F (1-(4-bromo-2-fluorobenzyl)pyrrolidine), [Li]CCCC (n-BuLi), O=C1CC(C1)C(=O)O (3-oxocyclobutanecarboxylic acid). The solvent is C1CCOC1 (THF), C1CCOC1 (THF). Reaction conditions: temperature -85 celsius, time 15 minute. Yields the product FC=1C=C(C=CC1CN1CCCC1)C1(CC(C1)C(=O)O)O (3-[3-fluoro-4-(pyrrolidin-1-ylmethyl)phenyl]-3-hydroxycyclobutanecarboxylic acid). Reaction SMILES: Br[C:2]1[CH:13]=[CH:12][C:5]([CH2:6][N:7]2[CH2:11][CH2:10][CH2:9][CH2:8]2)=[C:4]([F:14])[CH:3]=1.[Li]CCCC.[O:20]=[C:21]1[CH2:24][CH:23]([C:25]([OH:27])=[O:26])[CH2:22]1>C1COCC1>[F:14][C:4]1[CH:3]=[C:2]([C:21]2([OH:20])[CH2:24][CH:23]([C:25]([OH:27])=[O:26])[CH2:22]2)[CH:13]=[CH:12][C:5]=1[CH2:6][N:7]1[CH2:11][CH2:10][CH2:9][CH2:8]1. Procedure details: A 2-L 3-neck RB flask, equipped a mechanical stirrer, addition funnel, thermometer and nitrogen gas inlet was charged with Intermediate 8, 1-(4-bromo-2-fluorobenzyl)pyrrolidine (69.86 g, 0.27 mol) and 700 mL of anhydrous THF. The system was flushed with nitrogen and cooled to −85° C. with liquid nitrogen with an ether/MeOH (1:1) bath. Then n-BuLi (10M in hexane, 30 mL, 0.298 mol) was added dropwise through an addition funnel at T<−80° C. The mixture was stirred at this temperature for an additio... Starting materials: BrCC(=O)OCC (ethyl bromoacetate), CC(C)(OC(=O)N[C@@H]1C(N[C@H](CCC1)C)=O)C ((3S-trans)-hexahydro-3-[[(1,1-dimethylethoxy)carbonyl]amino]-7-methyl-2H-azepin-2-one), C[Si](C)(C)[N-][Si](C)(C)C.[Li+] (lithium bis(trimethylsilyl)amide). The solvent is O1CCCC1 (tetrahydrofuran), O1CCCC1 (tetrahydrofuran). Run at time 15 minute. Product: CC(C)(OC(=O)N[C@@H]1C(N([C@H](CCC1)C)CC(=O)OCC)=O)C ((3S-trans)-Hexahydro-3-[[(1.1-dimethylethoxy)carbonyl]amino]-7-methyl-2-oxo-1H-azepine-1-acetic acid, ethyl ester). As a reaction SMILES: [CH3:1][C:2]([CH3:17])([O:4][C:5]([NH:7][C@H:8]1[CH2:14][CH2:13][CH2:12][C@H:11]([CH3:15])[NH:10][C:9]1=[O:16])=[O:6])[CH3:3].C[Si]([N-][Si](C)(C)C)(C)C.[Li+].Br[CH2:29][C:30]([O:32][CH2:33][CH3:34])=[O:31]>O1CCCC1>[CH3:3][C:2]([CH3:1])([O:4][C:5]([NH:7][C@H:8]1[CH2:14][CH2:13][CH2:12][C@H:11]([CH3:15])[N:10]([CH2:29][C:30]([O:32][CH2:33][CH3:34])=[O:31])[C:9]1=[O:16])=[O:6])[CH3:17] |f:1.2|. Reported procedure: A solution of (3S-trans)-hexahydro-3-[[(1,1-dimethylethoxy)carbonyl]amino]-7-methyl-2H-azepin-2-one (313 mg., 1.3 mmol.) in tetrahydrofuran (8 ml.) at room temperature under argon was treated with the dropwise addition of 1.0M lithium bis(trimethylsilyl)amide in tetrahydrofuran (1.7 ml., 1.7 mmol.) immediately followed by the dropwise addition of ethyl bromoacetate (0.30 ml., 2.65 mmol.). The resulting mixture was stirred for 15 minutes, quenched with aqueous ammonium chloride, diluted with wate... Reactants: C(=O)(O)CCCCCCC=1C(CCC1)=O (2-(6-carboxyhexyl) cyclopent-2-en-1-one), BrN1C(CCC1=O)=O (N-bromosuccinimide). Solvent: C(Cl)(Cl)(Cl)Cl (carbon tetrachloride). Run at temperature 5 celsius. The product is BrC1C=C(C(C1)=O)CCCCCCC(=O)O (4-bromo-2(6-carboxyhexyl)cyclopent-2-en-1-one). As a reaction SMILES: [C:1]([CH2:4][CH2:5][CH2:6][CH2:7][CH2:8][CH2:9][C:10]1[C:11](=[O:15])[CH2:12][CH2:13][CH:14]=1)([OH:3])=[O:2].[Br:16]N1C(=O)CCC1=O>C(Cl)(Cl)(Cl)Cl>[Br:16][CH:13]1[CH2:12][C:11](=[O:15])[C:10]([CH2:9][CH2:8][CH2:7][CH2:6][CH2:5][CH2:4][C:1]([OH:3])=[O:2])=[CH:14]1. Procedure details: A stirred mixture of 35.9 g. (0.171 moles) of 2-(6-carboxyhexyl) cyclopent-2-en-1-one [Bagli et al., Tetrahedron Letters, No. 5, 465 (1966)], 35.0 g. (0.197 moles) of N-bromosuccinimide, and 600 ml. of carbon tetrachloride is refluxed for 35 minutes. The mixture is cooled to 5°C. and filtered. The filtrate is washed with cold water, dried over magnesium sulfate, and taken to dryness to give an oil, λMeOHmax. = 225 mμ (8850); νmax. = 1705 (carbonyl groups) and 1625. cm-1 (olefin group).